This data is from the Open Reaction Database (ORD), a public repository of structured organic reaction records. The task is: describe an organic reaction: reactants, conditions, products, and yield The reactants are CC1CN(CCC1)C1(CCSCC1)C#N (4-(3-methyl-piperidino)-tetrahydro-4H-thiopyran-4-carbonitrile), S1C(=CC2=C1C=CC=C2)[Mg]Br (2-benzothiophenylmagnesium bromide). Solvent: CCOCC (ether), CCOCC (Ether). Product: S1C(=CC2=C1C=CC=C2)C2(CCSCC2)N2CC(CCC2)C ((±)-N-[4-(2-benzothiophenyl)-tetrahydro-4H-thiopyran-4-yl]-3-methyl-piperidine). RXN SMILES: [CH3:1][CH:2]1[CH2:7][CH2:6][CH2:5][N:4]([C:8]2([C:14]#N)[CH2:13][CH2:12][S:11][CH2:10][CH2:9]2)[CH2:3]1.[S:16]1[C:20]2[CH:21]=[CH:22][CH:23]=[CH:24][C:19]=2[CH:18]=C1[Mg]Br>CCOCC>[S:16]1[C:20]2[CH:21]=[CH:22][CH:23]=[CH:24][C:19]=2[CH:18]=[C:14]1[C:8]1([N:4]2[CH2:5][CH2:6][CH2:7][CH:2]([CH3:1])[CH2:3]2)[CH2:13][CH2:12][S:11][CH2:10][CH2:9]1. Procedure: 4-(3-methyl-piperidino)-tetrahydro-4H-thiopyran-4-carbonitrile (2 g, 8.9 mmoles) dissolved in 50 ml of anhydrous ether is introduced dropwise into a 2-benzothiophenylmagnesium bromide (44.7 mmoles) solution. Ether is heated under reflux for 20 hours. After the usual treatment, a brown oil is obtained (1.7 g) which is chromatographed on 60 g of alumina eluting with an EP/EA (95/5) mixture. In this way, a white solid is obtained (1.2 g, 40%).